Dataset: the Open Reaction Database (ORD), a public repository of structured organic reaction records. Task: describe an organic reaction: reactants, conditions, products, and yield The reactants are FC(CN1CCC(CC1)N)(F)F (1-(2,2,2-trifluoroethyl)piperidin-4-amine), 1,11-carbonylbis(1H-imidazole), FC(CN1CCC(CC1)N)(F)F (1-(2,2,2-trifluoroethyl)piperidin-4-amine), C(#N)C=1C=C(C=CC1)C1=NC=C(C(=O)O)C=C1 (6-(3-cyanophenyl)nicotinic acid), 1,11-carbonylbis(1H-imidazole). Run in CN(C=O)C (dimethylformamide), CN(C=O)C (dimethylformamide), CN(C=O)C (dimethylformamide). Run at time 1 hour. The product is C(#N)C=1C=C(C=CC1)C1=NC=C(C(=O)NC2CCN(CC2)CC(F)(F)F)C=C1 (6-(3-cyanophenyl)-N-[1-(2,2,2-trifluoroethyl)piperidin-4-yl]nicotinamide). Yield: 61.5%. RXN SMILES: [C:1]([C:3]1[CH:4]=[C:5]([C:9]2[CH:17]=[CH:16][C:12]([C:13]([OH:15])=O)=[CH:11][N:10]=2)[CH:6]=[CH:7][CH:8]=1)#[N:2].[F:18][C:19]([F:29])([F:28])[CH2:20][N:21]1[CH2:26][CH2:25][CH:24]([NH2:27])[CH2:23][CH2:22]1>CN(C)C=O>[C:1]([C:3]1[CH:4]=[C:5]([C:9]2[CH:17]=[CH:16][C:12]([C:13]([NH:27][CH:24]3[CH2:25][CH2:26][N:21]([CH2:20][C:19]([F:29])([F:18])[F:28])[CH2:22][CH2:23]3)=[O:15])=[CH:11][N:10]=2)[CH:6]=[CH:7][CH:8]=1)#[N:2]. Procedure details: To a solution of 6-(3-cyanophenyl)nicotinic acid (50 mg, 0.222 mmol) in dimethylformamide (1 mL) was added 1,11-carbonylbis(1H-imidazole) (36.3 mg, 0.224 mmol) and the reaction mixture stirred at room temperature for 1 hour. A solution of 1-(2,2,2-trifluoroethyl)piperidin-4-amine (49 mg, 0.269 mmol) in dimethylformamide (0.5 mL) was then added and the reaction stirred overnight at room temperature. Further 1,11-carbonylbis(1H-imidazole) (18 mg, 0.132 mmol) was added and the reaction stirred for ...